This data is from the Open Reaction Database (ORD), a public repository of structured organic reaction records. The task is: describe an organic reaction: reactants, conditions, products, and yield Starting materials: CCO, Cl, [Na+], [OH-], O, CCOC(=O)CCCCCOc1cc(-c2ccccc2)cc(-c2ccccc2)n1. Yields the product O=C(O)CCCCCOc1cc(-c2ccccc2)cc(-c2ccccc2)n1. Reaction SMILES: [CH3:33][CH2:34][OH:35].[ClH:32].[Na+:31].[OH-:30].[OH2:36].[c:1]1(-[c:7]2[cH:8][c:9]([O:19][CH2:20][CH2:21][CH2:22][CH2:23][CH2:24][C:25](=[O:26])[O:27][CH2:28][CH3:29])[n:10][c:11](-[c:13]3[cH:14][cH:15][cH:16][cH:17][cH:18]3)[cH:12]2)[cH:2][cH:3][cH:4][cH:5][cH:6]1>>[c:1]1(-[c:7]2[cH:8][c:9]([O:19][CH2:20][CH2:21][CH2:22][CH2:23][CH2:24][C:25](=[O:26])[OH:27])[n:10][c:11](-[c:13]3[cH:14][cH:15][cH:16][cH:17][cH:18]3)[cH:12]2)[cH:2][cH:3][cH:4][cH:5][cH:6]1. Starting materials: BrCC1=CC=C2C(=CC(=NC2=C1)Cl)C1=CC=C(C=C1)F (7-(bromomethyl)-2-chloro-4-(4-fluorophenyl)quinoline), [N-]=[N+]=[N-].[Na+] (sodium azide). Run in C(C)O (ethanol). Product: N(=[N+]=[N-])CC1=CC=C2C(=CC(=NC2=C1)Cl)C1=CC=C(C=C1)F (7-(azidomethyl)-2-chloro-4-(4-fluorophenyl)quinoline). As a reaction SMILES: Br[CH2:2][C:3]1[CH:12]=[C:11]2[C:6]([C:7]([C:14]3[CH:19]=[CH:18][C:17]([F:20])=[CH:16][CH:15]=3)=[CH:8][C:9]([Cl:13])=[N:10]2)=[CH:5][CH:4]=1.[N-:21]=[N+:22]=[N-:23].[Na+]>C(O)C>[N:21]([CH2:2][C:3]1[CH:12]=[C:11]2[C:6]([C:7]([C:14]3[CH:19]=[CH:18][C:17]([F:20])=[CH:16][CH:15]=3)=[CH:8][C:9]([Cl:13])=[N:10]2)=[CH:5][CH:4]=1)=[N+:22]=[N-:23] |f:1.2|. Reported procedure: A solution of 7-(bromomethyl)-2-chloro-4-(4-fluorophenyl)quinoline (1.0 g, 2.9 mmol) and sodium azide (204 mg, 3.1 mmol) in ethanol (40 mL) was refluxed for 16 h. The solution was concentrated and dichloromethane was added. The mixture was filtered, and concentrated to give the title compound. MS (+ESI): 313 (M+H)+. Starting materials: O (water), COC1=CC=C(CC2CCC(CC2)=O)C=C1 (4-(4-Methoxybenzyl)cyclohexanone), O (water), Example 1 ( a ), N1CCCC1 (pyrrolidine), C1(=CC=CC=C1)C (toluene). Reagents/catalysts: C1(=CC=C(C=C1)S(=O)(=O)O)C (p-toluene sulphonic acid). Run at time 2 hour. Product: C(#N)CCC1C(CCC(C1)C1=CC=C(C=C1)OC)=O (2-(2-cyanoethyl)-4-(4-methoxyphenyl)cyclohexanone). As a reaction SMILES: [CH3:1][O:2][C:3]1[CH:16]=[CH:15][C:6](CC2CCC(=O)CC2)=[CH:5][CH:4]=1.[NH:17]1CC[CH2:19][CH2:18]1.[OH2:22].[C:23]1([CH3:29])[CH:28]=[CH:27][CH:26]=[CH:25][CH:24]=1>C1(C)C=CC(S(O)(=O)=O)=CC=1>[C:18]([CH2:19][CH2:29][CH:23]1[CH2:28][CH:27]([C:6]2[CH:5]=[CH:4][C:3]([O:2][CH3:1])=[CH:16][CH:15]=2)[CH2:26][CH2:25][C:24]1=[O:22])#[N:17]. Reported procedure: 4-(4-Methoxybenzyl)cyclohexanone (112 g) (prepared as described in Example 1 (a)) pyrrolidine (100 g), and p-toluene sulphonic acid (0.3 g) were dissolved in toluene (1.56) and heated to reflux under argon with Dean-Stark water separation. When water ceased to separate (ca 2.5 hours) the remaining pyrrolidine and solvent were evaporated off and the residue dissolved in absolute ethanol (1 litre). The product was treated with acrylonitrile (27.2 g) in ethanol (30 ml). After 2 hours at reflux the ... Reactants: CC(C)([O-])C.[K+] (potassium t-butoxide), FC(/C=C/C(=O)OCC)(F)F (ethyl 4,4,4-trifluorocrotonate), C1(=CC=C(C=C1)S(=O)(=O)C[N+]#[C-])C (p-tolylsulfonylmethylisocyanide). Solvent: O1CCCC1 (tetrahydrofuran), O1CCCC1 (tetrahydrofuran). Reaction conditions: temperature -60 celsius, time 30 minute. Yields the product FC(C=1C(=CNC1)C(=O)OCC)(F)F (ethyl 4-(trifluoromethyl)pyrrole-3-carboxylate). RXN SMILES: CC(C)([O-])C.[K+].[F:7][C:8]([F:17])([F:16])/[CH:9]=[CH:10]/[C:11]([O:13][CH2:14][CH3:15])=[O:12].C1(C)C=CC(S([CH2:27][N+:28]#[C-:29])(=O)=O)=CC=1>O1CCCC1>[F:7][C:8]([F:16])([F:17])[C:9]1[C:10]([C:11]([O:13][CH2:14][CH3:15])=[O:12])=[CH:27][NH:28][CH:29]=1 |f:0.1|. Procedure: A solution of potassium t-butoxide (8.11 g, 0.075 mol) in tetrahydrofuran at -60° C. is treated dropwise with a mixture of ethyl 4,4,4-trifluorocrotonate (10.5 g, 0.063 mol) and p-tolylsulfonylmethylisocyanide (12.2 g, 0.063 mol) in tetrahydrofuran over a 1 hour period, stirred at -60° C. for 30 minutes, allowed to warm to room temperature and quenched with water. The reaction mixture is extracted with ether and ethyl acetate. The combined extracts are washed with brine, dried (MgSO4) and concen... Reactants: C(C)(C)(C)OC(NC(CC1=CC(=CC=C1)Br)C)=O ([2-(3-bromo-phenyl)-1-methyl-ethyl]-carbamic acid tert-butyl ester), C(C1=CC=CC=C1)(C1=CC=CC=C1)=N (benzophenone imine), CC(C)([O-])C.[Na+] (sodium tert-butoxide), C1(=CC=CC=C1)P(C1=CC=CC=C1)C=1C(=C(C2=CC=CC=C2C1)C1=CC=CC2=CC=CC=C12)P(C1=CC=CC=C1)C1=CC=CC=C1 (bis(diphenylphosphino)-1,1′-binaphthyl). Reagents/catalysts: C(C)(=O)[O-].[Pd+2].C(C)(=O)[O-] (palladium acetate). Solvent: CCOCC (ether), C1(=CC=CC=C1)C (toluene). The product is C(C)(C)(C)OC(NC(CC1=CC(=CC=C1)N=C(C1=CC=CC=C1)C1=CC=CC=C1)C)=O ({2-[3-(Benzhydrylidene-amino)-phenyl]-1-methyl-ethyl}-carbamic acid tert-butyl ester). As a reaction SMILES: [C:1]([O:5][C:6](=[O:18])[NH:7][CH:8]([CH3:17])[CH2:9][C:10]1[CH:15]=[CH:14][CH:13]=[C:12](Br)[CH:11]=1)([CH3:4])([CH3:3])[CH3:2].[C:19](=[NH:32])([C:26]1[CH:31]=[CH:30][CH:29]=[CH:28][CH:27]=1)[C:20]1[CH:25]=[CH:24][CH:23]=[CH:22][CH:21]=1.CC(C)([O-])C.[Na+].C1(P(C2C(P(C3C=CC=CC=3)C3C=CC=CC=3)=C(C3C4C(=CC=CC=4)C=CC=3)C3C(C=2)=CC=CC=3)C2C=CC=CC=2)C=CC=CC=1>CCOCC.C([O-])(=O)C.[Pd+2].C([O-])(=O)C.C1(C)C=CC=CC=1>[C:1]([O:5][C:6](=[O:18])[NH:7][CH:8]([CH3:17])[CH2:9][C:10]1[CH:15]=[CH:14][CH:13]=[C:12]([N:32]=[C:19]([C:20]2[CH:25]=[CH:24][CH:23]=[CH:22][CH:21]=2)[C:26]2[CH:31]=[CH:30][CH:29]=[CH:28][CH:27]=2)[CH:11]=1)([CH3:4])([CH3:3])[CH3:2] |f:2.3,6.7.8|. Reported procedure: A suspension of [2-(3-bromo-phenyl)-1-methyl-ethyl]-carbamic acid tert-butyl ester (750 mg, 2.39 mmol), benzophenone imine (0.44 mL, 2.63 mmol), sodium tert-butoxide (298 mg, 3.1 mmol), bis(diphenylphosphino)-1,1′-binaphthyl (45 mg, 0.07 mmol), palladium acetate (16 mg, 0.07 mmol), and toluene (7.5 mL) was heated to reflux for 3 h while stirring under an atmosphere of nitrogen. Reaction diluted with ether and organics washed with water and saturated sodium chloride. Product isolated as a viscous... Reactants: C(C)(C)(C)OC(NCCO)=O ((2-hydroxy-ethyl)-carbamic acid tert-butyl ester), ClC1=C(C=CC=C1Cl)O (2,3-dichlorophenol), C1(=CC=CC=C1)P(C1=CC=CC=C1)C1=CC=CC=C1 (triphenylphosphine), N(=NC(=O)OC(C)C)C(=O)OC(C)C (diisopropyl azodicarboxylate). The solvent is C1CCOC1 (THF). Run at time 72 hour. Product: ClC=1C=C(OCCN)C=CC1Cl (2-(3,4-Dichloro-phenoxy)-ethylamine). As a reaction SMILES: [C:1]([O:5][C:6](=O)NCCO)([CH3:4])([CH3:3])C.[Cl:12][C:13]1[C:18]([Cl:19])=[CH:17]C=CC=1O.C1(P(C2C=CC=CC=2)C2C=CC=CC=2)C=CC=CC=1.[N:40]([C:48](OC(C)C)=O)=NC(OC(C)C)=O>C1COCC1>[Cl:12][C:13]1[CH:4]=[C:1]([CH:3]=[CH:17][C:18]=1[Cl:19])[O:5][CH2:6][CH2:48][NH2:40]. Procedure details: A solution of 1.0 g of (2-hydroxy-ethyl)-carbamic acid tert-butyl ester, 0.96 g of 2,3-dichlorophenol, and 1.54 g of triphenylphosphine in THF (20 mL) was stirred as 1.19 g of diisopropyl azodicarboxylate was added. After stirring at ambient temperature for 72 h, the solvent was removed and the residue was dissolved in 10% sulfuric acid (10 mL) and warmed to 80° C. After 16 h, the reaction was cooled to ambient temperature and the mixture diluted with water and washed with EtOAc (2×). The organi... Reactants: [N+](=O)([O-])C1=CC=C(C=C1)C(CCC(=O)C1=CC=C(C=C1)[N+](=O)[O-])=O (1,4-Bis(4-nitrophenyl)butane-1,4-dione), C1(=CC=CC=C1)C(O)([C@H]1NCCC1)C1=CC=CC=C1 ((S)-(−)-α,α-diphenyl-2-pyrrolidinemethanol). The product is [N+](=O)([O-])C1=CC=C(C=C1)[C@H](CC[C@H](O)C1=CC=C(C=C1)[N+](=O)[O-])O ((1S,4S)-1,4-bis(4-nitrophenyl)butane-1,4-diol). Yield: 66.3%. RXN SMILES: [N+:1]([C:4]1[CH:9]=[CH:8][C:7]([C:10](=[O:24])[CH2:11][CH2:12][C:13]([C:15]2[CH:20]=[CH:19][C:18]([N+:21]([O-:23])=[O:22])=[CH:17][CH:16]=2)=[O:14])=[CH:6][CH:5]=1)([O-:3])=[O:2].C1(C(C2C=CC=CC=2)([C@@H]2CCCN2)O)C=CC=CC=1>>[N+:1]([C:4]1[CH:9]=[CH:8][C:7]([C@@H:10]([OH:24])[CH2:11][CH2:12][C@@H:13]([C:15]2[CH:20]=[CH:19][C:18]([N+:21]([O-:23])=[O:22])=[CH:17][CH:16]=2)[OH:14])=[CH:6][CH:5]=1)([O-:3])=[O:2]. Procedure details: The product from Example 1A (30 g, 95 wt %, 91.4 mmol) was subjected to the conditions described in Example 32, substituting (R)-(−)-α,α-diphenyl-2-pyrrolidinemethanol for (S)-(−)-α,α-diphenyl-2-pyrrolidinemethanol, to give the title compound (20.14 g, >99.55 ee, 61% yield) which was contaminated with 9.7% of the meso isomer (vs. dl isomer). Reactants: C([O-])([O-])=O.[K+].[K+] (potassium carbonate), ClC1=C(N)C=C(C(=C1)O)C (2-chloro-4-hydroxy-5-methylaniline), ClC1(CC1)C1=NSC(=N1)S(=O)(=O)C1=CC=C(C=C1)C (3-(1-chlorocyclopropyl)-5-[(4-methylphenyl]sulphonyl]-1,2,4-thiadiazole). Run in C(C)#N (acetonitrile). Reaction conditions: time 30 minute. Product: ClC1=C(N)C=C(C(=C1)OC1=NC(=NS1)C1(CC1)Cl)C (2-Chloro-4-{[3-(1-chlorocyclopropyl)-1,2,4-thiadiazol-5-yl]oxy}-5-methylaniline). Yield: 52.8%. Reaction SMILES: [Cl:1][C:2]1[CH:8]=[C:7]([OH:9])[C:6]([CH3:10])=[CH:5][C:3]=1[NH2:4].C(=O)([O-])[O-].[K+].[K+].[Cl:17][C:18]1([C:21]2[N:25]=[C:24](S(C3C=CC(C)=CC=3)(=O)=O)[S:23][N:22]=2)[CH2:20][CH2:19]1>C(#N)C>[Cl:1][C:2]1[CH:8]=[C:7]([O:9][C:24]2[S:23][N:22]=[C:21]([C:18]3([Cl:17])[CH2:20][CH2:19]3)[N:25]=2)[C:6]([CH3:10])=[CH:5][C:3]=1[NH2:4] |f:1.2.3|. Procedure details: 3.00 g (19.04 mmol) of 2-chloro-4-hydroxy-5-methylaniline are introduced into 50 ml of acetonitrile, treated at ambient temperature with 3.16 g (22.84 mmol) of potassium carbonate and stirred at ambient temperature for 30 min. Subsequently, 6.26 g (19.04 mmol) of 3-(1-chlorocyclopropyl)-5-[(4-methylphenyl]sulphonyl]-1,2,4-thiadiazole are added and the reaction mixture is stirred at 50° C. for 12 h. After cooling, the mixture is concentrated on a rotary evaporator, the residue is taken up in dich...